This data is from the Open Reaction Database (ORD), a public repository of structured organic reaction records. The task is: describe an organic reaction: reactants, conditions, products, and yield The solvent is C(C)O (ethanol), C(C)O (ethanol). Reactants: [BH4-].[Na+] (sodium borohydride), S1C=CC=2SCCCC(C21)=O (5,6,7,8-tetrahydrothieno[3,2-b]thiepin-8-one). Reaction SMILES: [BH4-].[Na+].[S:3]1[C:12]2[C:11](=[O:13])[CH2:10][CH2:9][CH2:8][S:7][C:6]=2[CH:5]=[CH:4]1>C(O)C>[OH:13][CH:11]1[CH2:10][CH2:9][CH2:8][S:7][C:6]2[CH:5]=[CH:4][S:3][C:12]1=2 |f:0.1|. Product: OC1C2=C(SCCC1)C=CS2 (8-Hydroxy-5,6,7,8-tetrahydrothieno[3,2-b]thiepin). Procedure details: A solution of sodium borohydride (0.83 g, 0.022 mol) in absolute ethanol (55 ml) was added over thirty minutes to a stirred solution of 5,6,7,8-tetrahydrothieno[3,2-b]thiepin-8-one (3.65 g, 0.020 mole) in absolute ethanol (115 ml) under nitrogen at ambient temperature. After the addition, the mixture was heated at 70° C. for 1.5 hours and then concentrated under reduced pressure. Water (150 ml) was added to the residue and the mixture was extracted with ethyl acetate (3×150 ml). After drying ove... Conditions: temperature 70 celsius. The reactants are COC(=O)C=1N=C(C2=CC(=CC=C2C1O)CC1=CC=CC=C1)C#N (7-benzyl-1-cyano-4-hydroxy-isoquinoline-3-carboxylic acid methyl ester), NCC(=O)O (glycine). Product: C(C1=CC=CC=C1)C1=CC=C2C(=C(N=C(C2=C1)C#N)C(=O)NCC(=O)O)O ([(7-Benzyl-1-cyano-4-hydroxy-isoquinoline-3-carbonyl)-amino]-acetic acid). Reaction SMILES: CO[C:3]([C:5]1[N:6]=[C:7]([C:23]#[N:24])[C:8]2[C:13]([C:14]=1[OH:15])=[CH:12][CH:11]=[C:10]([CH2:16][C:17]1[CH:22]=[CH:21][CH:20]=[CH:19][CH:18]=1)[CH:9]=2)=[O:4].[NH2:25][CH2:26][C:27]([OH:29])=[O:28]>>[CH2:16]([C:10]1[CH:9]=[C:8]2[C:13]([C:14]([OH:15])=[C:5]([C:3]([NH:25][CH2:26][C:27]([OH:29])=[O:28])=[O:4])[N:6]=[C:7]2[C:23]#[N:24])=[CH:12][CH:11]=1)[C:17]1[CH:18]=[CH:19][CH:20]=[CH:21][CH:22]=1. Procedure details: The title compound was synthesized from 7-benzyl-1-cyano-4-hydroxy-isoquinoline-3-carboxylic acid methyl ester and glycine in analogy to example 1b; MS-(−)-ion: M−1=360.5. Starting materials: CN1N=C(C(N=C1SC)=O)C1=CC(=CC=C1)C (2-methyl-3-methylthio-6-(m-methylphenyl)-5-oxo-2,5-dihydro-1,2,4-triazine), C[O-].[Na+] (sodium methoxide), resultant mixture. Run in CO (methanol). Product: CN1N=C(C(N=C1OC)=O)C1=CC(=CC=C1)C (2-methyl-3-methoxy-6-(m-methylphenyl)-5-oxo-2,5-dihydro-1,2,4-triazine). The yield is 90.9%. As a reaction SMILES: [CH3:1][N:2]1[C:7](SC)=[N:6][C:5](=[O:10])[C:4]([C:11]2[CH:16]=[CH:15][CH:14]=[C:13]([CH3:17])[CH:12]=2)=[N:3]1.[CH3:18][O-:19].[Na+]>CO>[CH3:1][N:2]1[C:7]([O:19][CH3:18])=[N:6][C:5](=[O:10])[C:4]([C:11]2[CH:16]=[CH:15][CH:14]=[C:13]([CH3:17])[CH:12]=2)=[N:3]1 |f:1.2|. Reported procedure: To a solution of 2-methyl-3-methylthio-6-(m-methylphenyl)-5-oxo-2,5-dihydro-1,2,4-triazine (1.0 g) in methanol (10 ml), sodium methoxide (0.5 g) was added, and the resultant mixture was stirred at room temperature for 2 hours. After stirring, the resulting mixture was evaporated to dryness to give a crude product. Recrystallization of the crude product from acetone gave 0.85 g of 2-methyl-3-methoxy-6-(m-methylphenyl)-5-oxo-2,5-dihydro-1,2,4-triazine in 91% yield. M.P., 110° C. Starting materials: CCC(=O)Cl, Cc1ccccc1, Nc1ccc(C2=NNC(=O)C3CC23)cc1, O. The product is CCC(=O)Nc1ccc(C2=NNC(=O)C3CC23)cc1. Reaction SMILES: [C:16]([CH2:17][CH3:18])(=[O:19])[Cl:20].[CH3:22][c:23]1[cH:24][cH:25][cH:26][cH:27][cH:28]1.[NH2:1][c:2]1[cH:3][cH:4][c:5]([C:8]2=[N:14][NH:13][C:12](=[O:15])[CH:11]3[CH:9]2[CH2:10]3)[cH:6][cH:7]1.[OH2:21]>>[NH:1]([c:2]1[cH:3][cH:4][c:5]([C:8]2=[N:14][NH:13][C:12](=[O:15])[CH:11]3[CH:9]2[CH2:10]3)[cH:6][cH:7]1)[C:16]([CH2:17][CH3:18])=[O:19]. Starting materials: ice, Cl (hydrochloride), CC(=O)C1=CC2=C(SC3=C2C=CC=C3)C=C1 (2-dibenzothienyl methyl ketone), [Cl-].[Al+3].[Cl-].[Cl-] (aluminum chloride), C(C)(=O)Cl (acetyl chloride). The solvent is C(=S)=S (carbon disulfide). The product is C(C)(=O)C1=CC2=C(SC3=C2C=C(C=C3)C(C)=O)C=C1 (2,8-Diacetyldibenzothiophene). The yield is 72.6%. RXN SMILES: [CH3:1][C:2]([C:4]1[CH:16]=[CH:15][C:7]2[S:8][C:9]3[CH:14]=[CH:13][CH:12]=[CH:11][C:10]=3[C:6]=2[CH:5]=1)=[O:3].[Cl-].[Al+3].[Cl-].[Cl-].[C:21](Cl)(=[O:23])[CH3:22].Cl>C(=S)=S>[C:21]([C:12]1[CH:13]=[CH:14][C:9]2[S:8][C:7]3[CH:15]=[CH:16][C:4]([C:2](=[O:3])[CH3:1])=[CH:5][C:6]=3[C:10]=2[CH:11]=1)(=[O:23])[CH3:22] |f:1.2.3.4|. Reported procedure: To a solution of 45.3 g of 2-dibenzothienyl methyl ketone in one liter of carbon disulfide was added 106 g of anhydrous aluminum chloride. To this was added 17.3 g of acetyl chloride over 8 minutes. This mixture was refluxed for 3 hours and then poured into a mixture of 2 liters of crushed ice and 400 ml of concentrated hydrochloride acid. This mixture was stirred until the green color had changed to pale tan, then the solid was collected washed with water and air dried. This solid was collected... The reactants are CCO, N, O=C(O)C12CC3CC(CC(C3)C1=O)C2, O=[Pt]. Reaction SMILES: [CH3:16][CH2:17][OH:18].[NH3:15].[O:1]=[C:2]1[C:3]2([C:12](=[O:13])[OH:14])[CH2:4][CH:5]3[CH2:6][CH:7]([CH2:8][CH:9]1[CH2:10]3)[CH2:11]2.[Pt:19]=[O:20]>>[CH:2]1([NH2:15])[C:3]2([C:12](=[O:13])[OH:14])[CH2:4][CH:5]3[CH2:6][CH:7]([CH2:8][CH:9]1[CH2:10]3)[CH2:11]2. The product is NC1C2CC3CC(C2)CC1(C(=O)O)C3.